Dataset: the Open Reaction Database (ORD), a public repository of structured organic reaction records. Task: describe an organic reaction: reactants, conditions, products, and yield Reactants: C(#N)C1=CC=C(O1)S(=O)(=O)N1C=C(C(=C1C=1C(=NC=CC1)F)F)CN(C(OC(C)(C)C)=O)C (tert-butyl {[1-[(5-cyano-2-furyl)sulfonyl]-4-fluoro-5-(2-fluoropyridin-3-yl)-1H-pyrrol-3-yl]methyl}methylcarbamate), C(C)(=O)OCC.Cl (hydrogen chloride-ethyl acetate), C(C)(=O)OCC (ethyl acetate). Run in CC(C)O (2-propanol). Run at time 1 hour. Product: C(\C=C\C(=O)O)(=O)O.FC1=C(N(C=C1CNC)S(=O)(=O)C1=CC=C(O1)C#N)C=1C(=NC=CC1)F (5-({3-fluoro-2-(2-fluoropyridin-3-yl)-4-[(methylamino)methyl]-1H-pyrrol-1-yl}sulfonyl)-2-furonitrile fumarate). Isolated yield 23.0%. As a reaction SMILES: [C:1]([C:3]1[O:7][C:6]([S:8]([N:11]2[C:15]([C:16]3[C:17]([F:22])=[N:18][CH:19]=[CH:20][CH:21]=3)=[C:14]([F:23])[C:13]([CH2:24][N:25](C)[C:26](=O)OC(C)(C)C)=[CH:12]2)(=[O:10])=[O:9])=[CH:5][CH:4]=1)#[N:2].[C:34]([O:37]CC)(=[O:36])[CH3:35].Cl.[C:41]([O:44]CC)(=[O:43])[CH3:42]>CC(O)C>[C:41]([OH:44])(=[O:43])/[CH:42]=[CH:35]/[C:34]([OH:37])=[O:36].[F:23][C:14]1[C:13]([CH2:24][NH:25][CH3:26])=[CH:12][N:11]([S:8]([C:6]2[O:7][C:3]([C:1]#[N:2])=[CH:4][CH:5]=2)(=[O:10])=[O:9])[C:15]=1[C:16]1[C:17]([F:22])=[N:18][CH:19]=[CH:20][CH:21]=1 |f:1.2,5.6|. Reported procedure: To a solution of tert-butyl {[1-[(5-cyano-2-furyl)sulfonyl]-4-fluoro-5-(2-fluoropyridin-3-yl)-1H-pyrrol-3-yl]methyl}methylcarbamate (253 mg) in ethyl acetate (2 mL) and 2-propanol (1 mL) was added 4 mol/L hydrogen chloride-ethyl acetate solution (3 mL), and the mixture was stirred at room temperature for 1 hr. The reaction mixture was concentrated under reduced pressure, and the residue was diluted with saturated aqueous sodium hydrogen carbonate solution, and extracted with ethyl acetate. The s... Starting materials: O=C([O-])[O-], O=C(C=Cc1ccccc1)C=Cc1ccccc1, [Cs+], [Cs+], [Cu+], O=S(=O)([O-])C(F)(F)F, O=C(O)Cc1ccc(I)cc1, [Na+], [OH-], Cc1ccccc1C, c1cnc2nc[nH]c2c1, c1cnc2c(c1)ccc1cccnc12, c1ccccc1. Product: O=C(O)Cc1ccc(-n2cnc3cccnc32)cc1. RXN SMILES: [C:53](=[O:54])([O-:55])[O-:56].[CH:21](=[CH:22][C:23]([CH:24]=[CH:25][c:26]1[cH:27][cH:28][cH:29][cH:30][cH:31]1)=[O:32])[c:33]1[cH:34][cH:35][cH:36][cH:37][cH:38]1.[Cs+:57].[Cs+:58].[Cu+:83].[F:75][C:76]([F:77])([F:78])[S:79]([O-:80])(=[O:81])=[O:82].[I:1][c:2]1[cH:3][cH:4][c:5]([CH2:8][C:9](=[O:10])[OH:11])[cH:6][cH:7]1.[Na+:68].[OH-:67].[c:59]1([CH3:60])[c:61]([CH3:62])[cH:63][cH:64][cH:65][cH:66]1.[cH:12]1[cH:13][n:14][c:15]2[n:16][cH:17][nH:18][c:19]2[cH:20]1.[cH:39]1[cH:40][c:41]2[cH:42][cH:43][c:44]3[c:45]([c:46]2[n:47][cH:48]1)[n:49][cH:50][cH:51][cH:52]3.[cH:69]1[cH:70][cH:71][cH:72][cH:73][cH:74]1>>[c:2]1(-[n:16]2[c:15]3[n:14][cH:13][cH:12][cH:20][c:19]3[n:18][cH:17]2)[cH:3][cH:4][c:5]([CH2:8][C:9](=[O:10])[OH:11])[cH:6][cH:7]1. Reactants: [NH2-].[Na+] (sodium amide), CN1C(CC(NC2=C1C=CC=C2)=O)=O (1-methyl 1,2,4,5-tetrahydro 2,4-diketo 3H-1,5-benzodiazepine), COS(=O)(=O)[O-] (methyl-sulfate). Solvent: C=1(C(=CC=CC1)C)C (xylene). Conditions: time 3 hour. Product: CN1C(CC(N(C2=C1C=CC=C2)C)=O)=O (1,5-dimethyl 1,2,4,5-tetrahydro 2,4-diketo 3H-1,5-benzodiazepine). RXN SMILES: [NH2-].[Na+].[CH3:3][N:4]1[C:10]2[CH:11]=[CH:12][CH:13]=[CH:14][C:9]=2[NH:8][C:7](=[O:15])[CH2:6][C:5]1=[O:16].[CH3:17]OS([O-])(=O)=O>C1(C)C(C)=CC=CC=1>[CH3:3][N:4]1[C:10]2[CH:11]=[CH:12][CH:13]=[CH:14][C:9]=2[N:8]([CH3:17])[C:7](=[O:15])[CH2:6][C:5]1=[O:16] |f:0.1|. Procedure details: 2 g of sodium amide are added to a suspension of 9.5 g of 1-methyl 1,2,4,5-tetrahydro 2,4-diketo 3H-1,5-benzodiazepine, obtained in the example XIV, in 30 c.c. of xylene, and the whole is heated for about thirty minutes, while agitating, treated with 20 c.c. of methyl-sulfate and as soon as the exothermic reaction has ceased, this is heated and boiled for three hours. The solvent is evaporated under reduced presure, the residue is taken up in 200 c.c. of a 10% solution of caustic soda, and after... The reactants are CN1CC(CC1)O (1-methylpyrrolidin-3-ol), ClC1=NC=C(C(=O)OCC)C=C1 (ethyl 6-chloronicotinate), O1CCC(CC1)OC1=CC=C(C=N1)C(=O)OCC (Ethyl 6-(oxan-4-yloxy)pyridine-3-carboxylate). Yields the product CN1CC(CC1)OC1=CC=C(C=N1)C(=O)OCC (Ethyl 6-[(1-methylpyrrolidin-3-yl)oxy]pyridine-3-carboxylate). The yield is 24.5%. Reaction SMILES: [CH3:1][N:2]1[CH2:6][CH2:5][CH:4]([OH:7])[CH2:3]1.Cl[C:9]1[CH:19]=[CH:18][C:12]([C:13]([O:15][CH2:16][CH3:17])=[O:14])=[CH:11][N:10]=1.O1CCC(OC2N=CC(C(OCC)=O)=CC=2)CC1>>[CH3:1][N:2]1[CH2:6][CH2:5][CH:4]([O:7][C:9]2[N:10]=[CH:11][C:12]([C:13]([O:15][CH2:16][CH3:17])=[O:14])=[CH:18][CH:19]=2)[CH2:3]1. Procedure: Ethyl 6-[(1-methylpyrrolidin-3-yl)oxy]pyridine-3-carboxylate was prepared from 1-methylpyrrolidin-3-ol (0.161 g, 1.59 mmol) and ethyl 6-chloronicotinate (0.269 g, 1.45 mmol) according to the method described for Intermediate 236. The crude material was purified by FCC, eluting with a gradient of 0-20% MeOH in EtOAc to afford the title compound as a colourless oil (0.089 g, 25%). 1H NMR (250 MHZ, CDCl3) δ ppm 8.82 (1H, m), 8.13 (1H, dt), 6.74 (1H, m), 5.43 (1H, m), 4.39 (2H, dq), 2.82 (3H, m), 2.... The reactants are CCCC1(CCO)OCCc2c1[nH]c1c(F)ccc(Br)c21, CC(C)(C)[Si](C)(C)Cl, CCOC(C)=O, CN(C)C=O, c1c[nH]cn1. Product: CCCC1(CCO[Si](C)(C)C(C)(C)C)OCCc2c1[nH]c1c(F)ccc(Br)c21. As a reaction SMILES: [Br:1][c:2]1[c:3]2[c:4]3[c:5]([nH:6][c:7]2[c:8]([F:11])[cH:9][cH:10]1)[C:12]([CH2:16][CH2:17][CH3:18])([CH2:19][CH2:20][OH:21])[O:13][CH2:14][CH2:15]3.[C:27]([CH3:28])([CH3:29])([CH3:30])[Si:31]([CH3:32])([CH3:33])[Cl:34].[CH3:40][CH2:41][O:42][C:43]([CH3:44])=[O:45].[O:35]=[CH:36][N:37]([CH3:38])[CH3:39].[nH:22]1[cH:23][cH:24][n:25][cH:26]1>>[Br:1][c:2]1[c:3]2[c:4]3[c:5]([nH:6][c:7]2[c:8]([F:11])[cH:9][cH:10]1)[C:12]([CH2:16][CH2:17][CH3:18])([CH2:19][CH2:20][O:21][Si:31]([C:27]([CH3:28])([CH3:29])[CH3:30])([CH3:32])[CH3:33])[O:13][CH2:14][CH2:15]3. Reactants: N([C@@H](CC1=CNC2=CC=CC=C12)C(=O)N[C@@H](CCC)C(=O)N[C@@H](CC(O)=O)C(=O)N[C@H](C1=CC=CC=C1)C(=O)N)C(=O)OC(C)(C)C (BOC-Trp-Nva-Asp-D-Phg-NH2), 4, Cl (hydrochloric acid), SC(C)O (mercaptoethanol). Solvent: O1CCOCC1 (dioxane). The product is N[C@@H](CC1=CNC2=CC=CC=C12)C(=O)N[C@@H](CCC)C(=O)N[C@@H](CC(O)=O)C(=O)N[C@H](C1=CC=CC=C1)C(=O)N.Cl (H-Trp-Nva-Asp-D-Phg-NH2.HCl). Yield: 99.0%. Reaction SMILES: [NH:1](C(OC(C)(C)C)=O)[C@H:2]([C:13]([NH:15][C@H:16]([C:20]([NH:22][C@H:23]([C:28]([NH:30][C@@H:31]([C:38]([NH2:40])=[O:39])[C:32]1[CH:37]=[CH:36][CH:35]=[CH:34][CH:33]=1)=[O:29])[CH2:24][C:25](=[O:27])[OH:26])=[O:21])[CH2:17][CH2:18][CH3:19])=[O:14])[CH2:3][C:4]1[C:12]2[C:7](=[CH:8][CH:9]=[CH:10][CH:11]=2)[NH:6][CH:5]=1.[ClH:48].SC(O)C>O1CCOCC1>[NH2:1][C@H:2]([C:13]([NH:15][C@H:16]([C:20]([NH:22][C@H:23]([C:28]([NH:30][C@@H:31]([C:38]([NH2:40])=[O:39])[C:32]1[CH:37]=[CH:36][CH:35]=[CH:34][CH:33]=1)=[O:29])[CH2:24][C:25](=[O:26])[OH:27])=[O:21])[CH2:17][CH2:18][CH3:19])=[O:14])[CH2:3][C:4]1[C:12]2[C:7](=[CH:8][CH:9]=[CH:10][CH:11]=2)[NH:6][CH:5]=1.[ClH:48] |f:4.5|. Reported procedure: 1.50 g (2.30 mmoles) of BOC-Trp-Nva-Asp-D-Phg-NH2 are treated with 20 ml of 4 n hydrochloric acid in dioxane in the presence of 0.77 ml (11 moles) of mercaptoethanol. After 30 minutes the suspension is evaporated in vacuo, the solid residue is admixed with ether, and the suspension is filtered. 1.34 g (99.0 %) of H-Trp-Nva-Asp-D-Phg-NH2.HCl are obtained; m.p.: 216° C. (decomposition), Rf7 :0.30, [α]D :-53.3° (c: 1.0, in dimethyl formamide). Starting materials: CP(C)(=O)CN1CCN(Cc2ccc(N)cc2C(F)(F)F)CC1, CCN(C(C)C)C(C)C, ClCCl, [I-], Cc1ccc(C(=O)Cl)cc1I. Product: Cc1ccc(C(=O)Nc2ccc(CN3CCN(CP(C)(C)=O)CC3)c(C(F)(F)F)c2)cc1I. As a reaction SMILES: [CH3:1][P:2](=[O:3])([CH3:4])[CH2:5][N:6]1[CH2:7][CH2:8][N:9]([CH2:12][c:13]2[cH:14][cH:15][c:16]([NH2:17])[cH:18][c:19]2[C:20]([F:21])([F:22])[F:23])[CH2:10][CH2:11]1.[CH:35]([N:36]([CH:37]([CH3:38])[CH3:39])[CH2:40][CH3:41])([CH3:42])[CH3:43].[Cl:45][CH2:46][Cl:47].[I-:44].[I:24][c:25]1[cH:26][c:27]([C:28](=[O:29])[Cl:30])[cH:31][cH:32][c:33]1[CH3:34]>>[CH3:1][P:2](=[O:3])([CH3:4])[CH2:5][N:6]1[CH2:7][CH2:8][N:9]([CH2:12][c:13]2[cH:14][cH:15][c:16]([NH:17][C:28]([c:27]3[cH:26][c:25]([I:24])[c:33]([CH3:34])[cH:32][cH:31]3)=[O:29])[cH:18][c:19]2[C:20]([F:21])([F:22])[F:23])[CH2:10][CH2:11]1. The reactants are OC1=NC2=CC=CC=C2C(=C1)C (2-hydroxy-4-methylquinoline), BrC1=CSC=C1 (3-bromothiophene), C([O-])([O-])=O.[K+].[K+] (potassium carbonate), IC1=CC=CC=C1 (iodobenzene). The solvent is CN(C)C=O (DMF), O (water), C(C)(=O)OCC (ethyl acetate). Yields the product CC1=CC(N(C2=CC=CC=C12)C1=CSC=C1)=O (1,2-dihydro-4-methyl-1-(thiophen-3-yl)-2-quinolone). RXN SMILES: [OH:1][C:2]1[CH:11]=[C:10]([CH3:12])[C:9]2[C:4](=[CH:5][CH:6]=[CH:7][CH:8]=2)[N:3]=1.Br[C:14]1[CH:18]=[CH:17][S:16][CH:15]=1.C(=O)([O-])[O-].[K+].[K+].IC1C=CC=CC=1>CN(C=O)C.C(OCC)(=O)C.O>[CH3:12][C:10]1[C:9]2[C:4](=[CH:5][CH:6]=[CH:7][CH:8]=2)[N:3]([C:14]2[CH:18]=[CH:17][S:16][CH:15]=2)[C:2](=[O:1])[CH:11]=1 |f:2.3.4|. Procedure details: A mixture of 0.8 g of 2-hydroxy-4-methylquinoline, 1.22 g of 3-bromothiophene, 0.69 g of potassium carbonate and 1.9 g of iodobenzene in 10 mL of DMF is heated to reflux for 16 hours. The reaction is worked up with water and ethyl acetate and the desired product is isolated by column chromatography. Starting materials: FC1=C(C=C(C#N)C=C1)S(=O)(=O)C (4-fluoro-3-(methylsulfonyl)benzonitrile), O.NN (hydrazine monohydrate). Run in IMS. The product is N(N)C1=C(C=C(C#N)C=C1)S(=O)(=O)C (4-Hydrazino-3-methanesulfonyl-benzonitrile). Isolated yield 79.0%. As a reaction SMILES: F[C:2]1[CH:9]=[CH:8][C:5]([C:6]#[N:7])=[CH:4][C:3]=1[S:10]([CH3:13])(=[O:12])=[O:11].O.[NH2:15][NH2:16]>>[NH:15]([C:2]1[CH:9]=[CH:8][C:5]([C:6]#[N:7])=[CH:4][C:3]=1[S:10]([CH3:13])(=[O:12])=[O:11])[NH2:16] |f:1.2|. Procedure details: A suspension of 4-fluoro-3-(methylsulfonyl)benzonitrile (1.96 g, 9.83 mmol) in IMS (30 mL) was treated with hydrazine monohydrate (1.19 mL, 24.8 mmol) and then heated at reflux for 1 hr. The reaction mixture was cooled then filtered and the solid residue was collected and dried in vacuo to afford the title compound as a cream solid (1.64 g). Reactants: O (water), ClC1=C(C=C(C=C1)Cl)F (1,4-Dichloro-2-fluorobenzene), C1(CC1)C(CCN(C(OC(C)(C)C)=O)C)O ((3-cyclopropyl-3-hydroxypropyl)methylcarbamic acid, 1,1-dimethylethyl ester), [H-].[Na+] (sodium hydride). Run in CS(=O)C (dimethylsulfoxide). Run at time 24 hour. The product is C1(CC1)C(CCN(C(OC(C)(C)C)=O)C)OC1=C(C=CC(=C1)Cl)Cl ([3-Cyclopropyl-3-(2.5-dichlorophenoxy)propyl]methylcarbamic Acid, 1,1-dimethylethyl ester). The yield is 46.8%. Reaction SMILES: [Cl:1][C:2]1[CH:7]=[CH:6][C:5]([Cl:8])=[CH:4][C:3]=1F.[CH:10]1([CH:13]([OH:25])[CH2:14][CH2:15][N:16]([CH3:24])[C:17](=[O:23])[O:18][C:19]([CH3:22])([CH3:21])[CH3:20])[CH2:12][CH2:11]1.[H-].[Na+].O>CS(C)=O>[CH:10]1([CH:13]([O:25][C:3]2[CH:4]=[C:5]([Cl:8])[CH:6]=[CH:7][C:2]=2[Cl:1])[CH2:14][CH2:15][N:16]([CH3:24])[C:17](=[O:23])[O:18][C:19]([CH3:22])([CH3:20])[CH3:21])[CH2:12][CH2:11]1 |f:2.3|. Procedure: 1,4-Dichloro-2-fluorobenzene (165 mg, 1.00 mmol) and (3-cyclopropyl-3-hydroxypropyl)methylcarbamic acid, 1,1-dimethylethyl ester (230 mg, 1.00 mmol) were dissolved in dimethylsulfoxide (10 ml) under nitrogen at room temperature. To the resulting solution was added sodium hydride (60% in oil) (80 mg, 2.00 mmol). The solution was then allowed to stir at room temperature under nitrogen for 24 h. The mixture was then poured into water and extracted with diethyl ether three times. The combined organi...